Dataset: the Open Reaction Database (ORD), a public repository of structured organic reaction records. Task: describe an organic reaction: reactants, conditions, products, and yield Starting materials: CCCC(O)CS(=O)(=O)NC(C)(C)C, C1=C(C2=NNCCCCCCCC2)CCCCCCCCC1, C1CCOC1, O=C(O)c1ccccc1. The product is CCCC(CS(=O)(=O)NC(C)(C)C)OC(=O)c1ccccc1. As a reaction SMILES: [C:10]([CH3:11])([CH3:12])([CH3:13])[NH:14][S:15](=[O:16])(=[O:17])[CH2:18][CH:19]([CH2:20][CH2:21][CH3:22])[OH:23].[C:24]1([C:25]2=[CH:35][CH2:34][CH2:33][CH2:32][CH2:31][CH2:30][CH2:29][CH2:28][CH2:27][CH2:26]2)=[N:45][NH:44][CH2:43][CH2:42][CH2:41][CH2:40][CH2:39][CH2:38][CH2:37][CH2:36]1.[O:46]1[CH2:47][CH2:48][CH2:49][CH2:50]1.[OH:1][C:2](=[O:3])[c:4]1[cH:5][cH:6][cH:7][cH:8][cH:9]1>>[O:1]=[C:2]([O:3][CH:19]([CH2:18][S:15]([NH:14][C:10]([CH3:11])([CH3:12])[CH3:13])(=[O:16])=[O:17])[CH2:20][CH2:21][CH3:22])[c:4]1[cH:5][cH:6][cH:7][cH:8][cH:9]1. Reactants: C(C)(=O)NC1=CC=C(C=C1)SCCCCOC1=CC2=C(C(OC(N2)=O)(C)C)C=C1 (7-[4-(4-acetamido-phenylmercapto)-butoxy]-4,4-dimethyl-4H-3,1-benzoxazin-2-one), OO (hydrogen peroxide). Yields the product C(C)(=O)NC1=CC=C(C=C1)S(=O)CCCCOC1=CC2=C(C(OC(N2)=O)(C)C)C=C1 (7-[4-(4-Acetamido-phenylsulfinyl)-butoxy]-4,4-dimethyl-4H-3,1-benzoxazin-2-one). As a reaction SMILES: [C:1]([NH:4][C:5]1[CH:10]=[CH:9][C:8]([S:11][CH2:12][CH2:13][CH2:14][CH2:15][O:16][C:17]2[CH:29]=[CH:28][C:20]3[C:21]([CH3:27])([CH3:26])[O:22][C:23](=[O:25])[NH:24][C:19]=3[CH:18]=2)=[CH:7][CH:6]=1)(=[O:3])[CH3:2].[OH:30]O>>[C:1]([NH:4][C:5]1[CH:6]=[CH:7][C:8]([S:11]([CH2:12][CH2:13][CH2:14][CH2:15][O:16][C:17]2[CH:29]=[CH:28][C:20]3[C:21]([CH3:26])([CH3:27])[O:22][C:23](=[O:25])[NH:24][C:19]=3[CH:18]=2)=[O:30])=[CH:9][CH:10]=1)(=[O:3])[CH3:2]. Procedure details: Prepared analogously to Example 2 from 7-[4-(4-acetamido-phenylmercapto)-butoxy]-4,4-dimethyl-4H-3,1-benzoxazin-2-one and hydrogen peroxide. Starting materials: c1ccc(COc2ccccc2C[P+](c2ccccc2)(c2ccccc2)c2ccccc2)cc1, CC#N, [Cl-], C1CCC2=NCCCN2CC1, O=CCCc1ccc2ccccc2c1. Product: C(=Cc1ccccc1OCc1ccccc1)CCc1ccc2ccccc2c1. RXN SMILES: [CH2:16]([c:17]1[cH:18][cH:19][cH:20][cH:21][cH:22]1)[O:23][c:24]1[c:25]([CH2:26][P+:27]([c:28]2[cH:29][cH:30][cH:31][cH:32][cH:33]2)([c:34]2[cH:35][cH:36][cH:37][cH:38][cH:39]2)[c:40]2[cH:41][cH:42][cH:43][cH:44][cH:45]2)[cH:46][cH:47][cH:48][cH:49]1.[CH3:61][C:62]#[N:63].[Cl-:15].[N:50]12[CH2:51][CH2:52][CH2:53][N:54]=[C:55]1[CH2:56][CH2:57][CH2:58][CH2:59][CH2:60]2.[cH:1]1[c:2]([CH2:11][CH2:12][CH:13]=[O:14])[cH:3][cH:4][c:5]2[cH:6][cH:7][cH:8][cH:9][c:10]12>>[cH:1]1[c:2]([CH2:11][CH2:12][CH:13]=[CH:26][c:25]2[c:24]([O:23][CH2:16][c:17]3[cH:18][cH:19][cH:20][cH:21][cH:22]3)[cH:49][cH:48][cH:47][cH:46]2)[cH:3][cH:4][c:5]2[cH:6][cH:7][cH:8][cH:9][c:10]12. The reactants are [F-].C(CCC)[N+](CCCC)(CCCC)CCCC (tetra-n-butylammonium fluoride), C(C)(C)(C)[Si](O[C@H]1[C@H](C(N[C@H](C(N[C@H](C(N2CCC[C@@H](C(OCC/C=C/C=3C=CC1=CC3)=O)N2)=O)CC2=CC(=CC=C2)O[Si](C)(C)C(C)(C)C)=O)C(C)C)=O)C)(C)C ((E)-(8S,14S,17S,20R,21S)-21-(t-Butyl-dimethyl-silanyloxy)-14-[3-(t-butyl-di methyl-silanyloxy)-benzyl]-17-isopropyl-20-methyl-6-oxa-12,15,18,27-tetraaza-tricyclo[20.2.2.1*8,12*]heptacosa-1(25),2,22(26),23-tetraene-7,13,16,19-tetraone), C([O-])(O)=O.[Na+] (sodium bicarbonate). Solvent: O1CCCC1 (tetrahydrofuran). Conditions: time 1 hour. The product is O[C@H]1[C@H](C(N[C@H](C(N[C@H](C(N2CCC[C@@H](C(OCC/C=C/C=3C=CC1=CC3)=O)N2)=O)CC2=CC(=CC=C2)O)=O)C(C)C)=O)C ((E)-(8S,14S,17S,20R,21S)-21-Hydroxy-14-(3-hydroxy-benzyl)-17-isopropyl-20-methyl-6-oxa-12,15,18,27-tetraaza-tricyclo[20.2.2.1*8,12*]heptacosa-1(25),2,22(26),23-tetraene-7,13,16,19-tetraone). Isolated yield 41.2%. As a reaction SMILES: C([Si](C)(C)[O:6][C@@H:7]1[C:30]2=[CH:31][CH:32]=[C:27]([CH:28]=[CH:29]2)[CH:26]=[CH:25][CH2:24][CH2:23][O:22][C:21](=[O:33])[C@H:20]2[NH:34][N:16]([CH2:17][CH2:18][CH2:19]2)[C:15](=[O:35])[C@H:14]([CH2:36][C:37]2[CH:42]=[CH:41][CH:40]=[C:39]([O:43][Si](C(C)(C)C)(C)C)[CH:38]=2)[NH:13][C:12](=[O:51])[C@H:11]([CH:52]([CH3:54])[CH3:53])[NH:10][C:9](=[O:55])[C@@H:8]1[CH3:56])(C)(C)C.[F-].C([N+](CCCC)(CCCC)CCCC)CCC.C(=O)(O)[O-].[Na+]>O1CCCC1>[OH:6][C@@H:7]1[C:30]2=[CH:29][CH:28]=[C:27]([CH:32]=[CH:31]2)[CH:26]=[CH:25][CH2:24][CH2:23][O:22][C:21](=[O:33])[C@H:20]2[NH:34][N:16]([CH2:17][CH2:18][CH2:19]2)[C:15](=[O:35])[C@H:14]([CH2:36][C:37]2[CH:42]=[CH:41][CH:40]=[C:39]([OH:43])[CH:38]=2)[NH:13][C:12](=[O:51])[C@H:11]([CH:52]([CH3:53])[CH3:54])[NH:10][C:9](=[O:55])[C@@H:8]1[CH3:56] |f:1.2,3.4|. Procedure details: A stirred solution of 8d (90 mg, 0.108 mmol.) in anhydrous tetrahydrofuran (30 ml) was cooled over an ice bath before adding a solution of tetra-n-butylammonium fluoride (1M in tetrahydrofuran, 1.08 ml, 1.08 mmol.). The reaction was warmed to room temperature and stirred for 1 hour before adding saturated sodium bicarbonate solution (25 ml). The mixture was extracted with ethylacetate (2×25 ml). The extract was dried over anhydrous sodium sulfate, filtered and evaporated to give a brown gum. The... Starting materials: COc1ccc(Cn2cnc3c(c(Cl)c(C)c(=O)n3C)c2=O)cc1, O=C(O)C(F)(F)F. Product: Cc1c(Cl)c2c(=O)[nH]cnc2n(C)c1=O. Reaction SMILES: [Cl:1][c:2]1[c:3]([CH3:24])[c:4](=[O:23])[n:5]([CH3:22])[c:6]2[n:7][cH:8][n:9]([CH2:13][c:14]3[cH:15][cH:16][c:17]([O:18][CH3:19])[cH:20][cH:21]3)[c:10](=[O:12])[c:11]12.[OH:25][C:26]([C:27]([F:28])([F:29])[F:30])=[O:31]>>[Cl:1][c:2]1[c:3]([CH3:24])[c:4](=[O:23])[n:5]([CH3:22])[c:6]2[n:7][cH:8][nH:9][c:10](=[O:12])[c:11]12. Reactants: C1(=CC=C(C=C1)S(=O)(=O)OC1=CC=C(C=C1)C1=CC=CC=C1)C (4-biphenylyl p-toluenesulphonate), COC(Cl)Cl (dichloromethyl methyl ether). The reagents and catalysts are [Ti](Cl)(Cl)(Cl)Cl (titanium tetrachloride). Run in ClCCl (dichloromethane). Conditions: time 1 hour. Product: C1(=CC=C(C=C1)S(=O)(=O)OC1=CC=C(C=C1)C1=CC=C(C=C1)C=O)C (4'-(p-toluenesulphonyloxy)biphenyl-4-carboxaldehyde). As a reaction SMILES: [C:1]1([CH3:23])[CH:6]=[CH:5][C:4]([S:7]([O:10][C:11]2[CH:16]=[CH:15][C:14]([C:17]3[CH:22]=[CH:21][CH:20]=[CH:19][CH:18]=3)=[CH:13][CH:12]=2)(=[O:9])=[O:8])=[CH:3][CH:2]=1.[CH3:24][O:25]C(Cl)Cl>ClCCl.[Ti](Cl)(Cl)(Cl)Cl>[C:1]1([CH3:23])[CH:2]=[CH:3][C:4]([S:7]([O:10][C:11]2[CH:16]=[CH:15][C:14]([C:17]3[CH:22]=[CH:21][C:20]([CH:24]=[O:25])=[CH:19][CH:18]=3)=[CH:13][CH:12]=2)(=[O:8])=[O:9])=[CH:5][CH:6]=1. Procedure: A suspension of 21.06 g of 4-biphenylyl p-toluenesulphonate in 120 ml of dichloromethane was treated at -2° C. while stirring with 23.6 ml of titanium tetrachloride. The mixture was treated dropwise at the same temperature within 30 minutes with 9.63 ml of dichloromethyl methyl ether, stirred at room temperature for a further 1 hour and then poured on to ice. The aqueous phase was separated and extracted with dichloromethane. The combined organic phases were washed with saturated sodium hydrogen... Starting materials: CNC(OC1=CC=CC=C1)=O (phenyl N-methylcarbamate), C(N)([O-])=O (carbamate), C(NC(=O)N)(=O)[O-] (allophanate), C1(=CC=CC=C1)O (phenol), CN=C=O (methyl isocyanate), NC1=CC=CC=C1 (aniline), CN=C=O (methyl isocyanate), unconverted material, C1(=CC=CC=C1)O (phenol), C1(=CC=CC=C1)O (phenol), C1(=CC=CC=C1)O (phenol), C1(=CC=CC=C1)O (phenol). Yields the product CNC(=O)NC1=CC=CC=C1 (1-methyl-3-phenylurea). RXN SMILES: CNC(=O)O[C:5]1[CH:10]=[CH:9][CH:8]=[CH:7][CH:6]=1.C1(O)C=CC=CC=1.C(=O)([O-])N.CN=C=O.[C:27]([O-])(=O)[NH:28][C:29]([NH2:31])=[O:30].NC1C=CC=CC=1>>[CH3:27][NH:28][C:29]([NH:31][C:5]1[CH:6]=[CH:7][CH:8]=[CH:9][CH:10]=1)=[O:30]. Procedure: Following pyrolysis the residual material in the flask had a composition of 25 mole percent phenyl N-methylcarbamate and 75 mole percent phenol. The flask was cooled, a vacuum applied and phenol was stripped at a pressure of 20 mm Hg. Recovered phenol was also chromatographically pure. The residual carbamate remaining after phenol was stripped was returned to the pyrolysis flask. After 3 cycles of pyrolysis and phenol stripping, analysis showed: 96% conversion to methyl isocyanate, 2% unconverte...